From a dataset of the Open Reaction Database (ORD), a public repository of structured organic reaction records. describe an organic reaction: reactants, conditions, products, and yield Starting materials: C1(=CC=CC=C1)C(=O)C1C2C3C2CC1C3 (tricyclo-(2.2.1.02.6)hept-3-yl phenyl ketone), [NH2-].[Na+] (sodium amide), ClCCN1CCOCC1 (N-(2-chloroethyl)-morpholine). The solvent is C1(=CC=CC=C1)C (toluene), C1(=CC=CC=C1)C (toluene), C1(=CC=CC=C1)C (toluene). Product: C12C3C(C(CC31)C2)=C(C2=CC=CC=C2)OCCN2CCOCC2 (N-{2-[α-(Tricyclo-(2.2.1.02.6)hept-3-ylidene)-benzyloxy]ethyl}-morpholine). Reaction SMILES: [C:1]1([C:7]([CH:9]2[CH:14]3[CH2:15][CH:11]4[CH:12]([CH2:13]3)[CH:10]24)=[O:8])[CH:6]=[CH:5][CH:4]=[CH:3][CH:2]=1.[NH2-].[Na+].Cl[CH2:19][CH2:20][N:21]1[CH2:26][CH2:25][O:24][CH2:23][CH2:22]1>C1(C)C=CC=CC=1>[CH:11]12[CH2:15][CH:14]3[CH2:13][CH:12]1[CH:10]2[C:9]3=[C:7]([O:8][CH2:19][CH2:20][N:21]1[CH2:26][CH2:25][O:24][CH2:23][CH2:22]1)[C:1]1[CH:2]=[CH:3][CH:4]=[CH:5][CH:6]=1 |f:1.2|. Procedure details: A solution of 19.83 g. (0.1 mol) of tricyclo-(2.2.1.02.6)hept-3-yl phenyl ketone in 45 ml. of anhydrous toluene was added while stirring and boiling to a suspension of 3.9 g. (0.1 mol) of sodium amide in 45 ml. of anhydrous toluene, followed by etherification with a solution of 14.96 g. (0.1 mol) of N-(2-chloroethyl)-morpholine in 45 ml. of anhydrous toluene in the same way as in Example 3. Reaction SMILES: [CH2:1]([NH:3][C:4]1[N:5]=[CH:6][C:7]2[C:16](=[O:17])[N:15]([C:18]3[CH:19]=[C:20]([CH:26]=[CH:27][CH:28]=3)[C:21](OCC)=[O:22])[CH2:14][CH:13]3[N:9]([CH2:10][CH2:11][CH2:12]3)[C:8]=2[N:29]=1)[CH3:2].[NH2:30][NH2:31]>C(O)C>[CH2:1]([NH:3][C:4]1[N:5]=[CH:6][C:7]2[C:16](=[O:17])[N:15]([C:18]3[CH:19]=[C:20]([CH:26]=[CH:27][CH:28]=3)[C:21]([NH:30][NH2:31])=[O:22])[CH2:14][C@H:13]3[N:9]([CH2:10][CH2:11][CH2:12]3)[C:8]=2[N:29]=1)[CH3:2]. Run at temperature 80 celsius, time 8 hour. Run in C(C)O (ethanol). The reactants are NN (hydrazine), C(C)NC=1N=CC2=C(N3CCCC3CN(C2=O)C=2C=C(C(=O)OCC)C=CC2)N1 (Ethyl 3-(9-Ethylamino-6-oxo-2,3,3a,4-tetrahydro-1H,6H-5,8,10,10b-tetraazabenzo[e]azulen-5-yl)benzoate), monohydrate. Procedure details: Compound 18 (1.15 g, 2.19 mmol) obtained in Example 18 was dissolved in ethanol (11 mL), and the mixture was stirred overnight at 80° C. after adding hydrazine.monohydrate (1.06 mL, 21.9 mmol). The mixture was concentrated, diluted with chloroform, and washed with water. The organic layer was dried over anhydrous magnesium sulfate, and concentrated under reduced pressure to give (S)-3-(9-ethylamino-6-oxo-2,3,3a,4-tetrahydro-1H,6H-5,8,10,10b-tetraazabenzo[e]azulen-5-yl)benzoic hydrazide (1.10 g, ... Product: C(C)NC=1N=CC2=C(N3CCC[C@H]3CN(C2=O)C=2C=C(C(=O)NN)C=CC2)N1 ((S)-3-(9-ethylamino-6-oxo-2,3,3a,4-tetrahydro-1H,6H-5,8,10,10b-tetraazabenzo[e]azulen-5-yl)benzoic hydrazide). Reactants: COC(=O)C1=NC(=C2C=CC(N(C2=C1O)CC1=CC=CC=C1)=O)C (1-benzyl-8-hydroxy-5-methyl-2-oxo-1,2-dihydro-[1,6]naphthyridine-7-carboxylic acid methyl ester), NCCC(=O)O (β-alanine), C[O-].[Na+] (NaOMe). Yields the product C(C1=CC=CC=C1)N1C(C=CC2=C(N=C(C(=C12)O)C(=O)NCCC(=O)O)C)=O (3-[(1-Benzyl-8-hydroxy-5-methyl-2-oxo-1,2-dihydro-[1,6]naphthyridine-7-carbonyl)-amino]-propionic acid). Isolated yield 53.4%. RXN SMILES: CO[C:3]([C:5]1[C:14]([OH:15])=[C:13]2[C:8]([CH:9]=[CH:10][C:11](=[O:23])[N:12]2[CH2:16][C:17]2[CH:22]=[CH:21][CH:20]=[CH:19][CH:18]=2)=[C:7]([CH3:24])[N:6]=1)=[O:4].[NH2:25][CH2:26][CH2:27][C:28]([OH:30])=[O:29].C[O-].[Na+]>>[CH2:16]([N:12]1[C:13]2[C:8](=[C:7]([CH3:24])[N:6]=[C:5]([C:3]([NH:25][CH2:26][CH2:27][C:28]([OH:30])=[O:29])=[O:4])[C:14]=2[OH:15])[CH:9]=[CH:10][C:11]1=[O:23])[C:17]1[CH:18]=[CH:19][CH:20]=[CH:21][CH:22]=1 |f:2.3|. Procedure: A mixture of 1-benzyl-8-hydroxy-5-methyl-2-oxo-1,2-dihydro-[1,6]naphthyridine-7-carboxylic acid methyl ester (18 mg, 0.056 mmol), β-alanine (494 mg, 5.6 mmol) and NaOMe solution (8.9 mL, 4.4 mmol, 0.5 M in MeOH) was refluxed for 16 h. After cooling to r.t., mixture was concentrated in vacuo. The residue was partitioned between EtOAc and water. 1 M HCl was added with vigorous stirring until pH about 2. The organic layer was dried over MgSO4 and concentrated. The crude product was purified by sili... RXN SMILES: [O-]CC.[Na+].[Na].[CH2:6]([O:8][C:9](=[O:24])[CH:10]([NH:13][C:14]([O:16][CH2:17][C:18]1[CH:23]=[CH:22][CH:21]=[CH:20][CH:19]=1)=[O:15])[C:11]#[N:12])[CH3:7].Br[CH2:26][C:27]([O:29][CH2:30][CH3:31])=[O:28]>C(O)C>[CH2:6]([O:8][C:9](=[O:24])[C:10]([NH:13][C:14]([O:16][CH2:17][C:18]1[CH:19]=[CH:20][CH:21]=[CH:22][CH:23]=1)=[O:15])([C:11]#[N:12])[CH2:26][C:27]([O:29][CH2:30][CH3:31])=[O:28])[CH3:7] |f:0.1,^1:4|. Run at temperature 25 celsius, time 3 hour. Reported procedure: To a sodium ethoxide solution, which was prepared from sodium (2.11 g) and ethanol (400 ml), were added in turn 2-benzyloxycarbonylamino-2-cyanoacetic acid ethyl ester (24.0 g) and ethyl bromoacetate (15.3 g). The resulting mixture was stirred at 25° C. for 3 hours and concentrated under reduced pressure. The residue was diluted with water and extracted with chloroform. The extracts were washed with water, dried over anhydrous sodium sulfate, and evaporated under reduced pressure to give the tit... Starting materials: [O-]CC.[Na+] (sodium ethoxide), [Na] (sodium), C(C)OC(C(C#N)NC(=O)OCC1=CC=CC=C1)=O (2-benzyloxycarbonylamino-2-cyanoacetic acid ethyl ester), BrCC(=O)OCC (ethyl bromoacetate). Run in C(C)O (ethanol). The product is C(C)OC(C(CC(=O)OCC)(C#N)NC(=O)OCC1=CC=CC=C1)=O (2-benzyloxycarbonylamino-2-cyanosuccinic acid diethyl ester). The yield is 99.1%. Reactants: [Cl-].[Na+] (sodium chloride), O (water), C(C)(=O)C(C(=O)OC)CCCCCCCCCCC(C(=O)OC)C(C)=O (dimethyl 2,13-bisacetyl-1,14-tetradecanedioate). The solvent is CS(=O)C (DMSO). Product: CC(CCCCCCCCCCCCC(C)=O)=O (2,15-hexadecanedione). RXN SMILES: [C:1]([CH:4]([CH2:9][CH2:10][CH2:11][CH2:12][CH2:13][CH2:14][CH2:15][CH2:16][CH2:17][CH2:18][CH:19]([C:24](=[O:26])[CH3:25])C(OC)=O)C(OC)=O)(=[O:3])[CH3:2].[Cl-].[Na+].O>CS(C)=O>[CH3:2][C:1](=[O:3])[CH2:4][CH2:9][CH2:10][CH2:11][CH2:12][CH2:13][CH2:14][CH2:15][CH2:16][CH2:17][CH2:18][CH2:19][C:24](=[O:26])[CH3:25] |f:1.2|. Reported procedure: 0.37 g (1 mmol) of dimethyl 2,13-bisacetyl-1,14-tetradecanedioate were dissolved in 20 ml of DMSO and refluxed with 0.06 g (0.1 mmol) of sodium chloride and 0.04 g (2 mmol) of water for 3 h at 155 to 160° C. For work-up, the DMSO is firstly distilled off under reduced pressure, and the residue is distilled using a bulb tube. This gives 0.21 g of hexadecane-1,15-dione. Accordingly, the yield of 1,15-hexadecanedione is 82%, based on 1,9-decadiene. Product: CCOC(=O)C1CCC(N2CC(NC(=O)CNc3nn(C)c4ccc(C(F)(F)F)cc34)C2)CC1. As a reaction SMILES: [CH2:31]([CH3:32])[O:33][C:34](=[O:35])[CH:36]1[CH2:37][CH2:38][C:39](=[O:42])[CH2:40][CH2:41]1.[F:24][C:25]([F:26])([F:27])[C:28]([OH:29])=[O:30].[NH:1]1[CH2:2][CH:3]([NH:5][C:6]([CH2:7][NH:8][c:9]2[n:10][n:11]([CH3:22])[c:12]3[cH:13][cH:14][c:15]([C:18]([F:19])([F:20])[F:21])[cH:16][c:17]23)=[O:23])[CH2:4]1>>[N:1]1([CH:39]2[CH2:38][CH2:37][CH:36]([C:34]([O:33][CH2:31][CH3:32])=[O:35])[CH2:41][CH2:40]2)[CH2:2][CH:3]([NH:5][C:6]([CH2:7][NH:8][c:9]2[n:10][n:11]([CH3:22])[c:12]3[cH:13][cH:14][c:15]([C:18]([F:19])([F:20])[F:21])[cH:16][c:17]23)=[O:23])[CH2:4]1. Reactants: CCOC(=O)C1CCC(=O)CC1, O=C(O)C(F)(F)F, Cn1nc(NCC(=O)NC2CNC2)c2cc(C(F)(F)F)ccc21. The reactants are Cc1ccc2c(Cl)ccnc2n1, Nc1cc(NCc2ccccc2)ccc1Sc1ccc(O)cc1. Product: Cc1ccc2c(Nc3cc(NCc4ccccc4)ccc3Sc3ccc(O)cc3)ccnc2n1. RXN SMILES: [Cl:1][c:2]1[c:3]2[cH:4][cH:5][c:6]([CH3:12])[n:7][c:8]2[n:9][cH:10][cH:11]1.[NH2:13][c:14]1[c:15]([S:28][c:29]2[cH:30][cH:31][c:32]([OH:35])[cH:33][cH:34]2)[cH:16][cH:17][c:18]([NH:20][CH2:21][c:22]2[cH:23][cH:24][cH:25][cH:26][cH:27]2)[cH:19]1>>[c:2]1([NH:13][c:14]2[c:15]([S:28][c:29]3[cH:30][cH:31][c:32]([OH:35])[cH:33][cH:34]3)[cH:16][cH:17][c:18]([NH:20][CH2:21][c:22]3[cH:23][cH:24][cH:25][cH:26][cH:27]3)[cH:19]2)[c:3]2[cH:4][cH:5][c:6]([CH3:12])[n:7][c:8]2[n:9][cH:10][cH:11]1. Starting materials: COc1cccc(OC)c1CBr, CC#N, [F-], [K+], CCOC(=O)C1CCNCC1. The product is CCOC(=O)C1CCN(Cc2c(OC)cccc2OC)CC1. RXN SMILES: [CH3:1][O:2][c:3]1[c:4]([CH2:11][Br:12])[c:5]([O:9][CH3:10])[cH:6][cH:7][cH:8]1.[CH3:26][C:27]#[N:28].[F-:24].[K+:25].[NH:13]1[CH2:14][CH2:15][CH:16]([C:19](=[O:20])[O:21][CH2:22][CH3:23])[CH2:17][CH2:18]1>>[CH3:1][O:2][c:3]1[c:4]([CH2:11][N:13]2[CH2:14][CH2:15][CH:16]([C:19](=[O:20])[O:21][CH2:22][CH3:23])[CH2:17][CH2:18]2)[c:5]([O:9][CH3:10])[cH:6][cH:7][cH:8]1. Starting materials: C(C)OC(=O)C=1NC(=CC1)C=O (5-formyl-1H-pyrrole-2-carboxylic acid ethyl ester), [C-]#N.[K+] (KCN), CC(=O)O (AcOH). Reagents/catalysts: O=[Mn]=O (MnO2). Solvent: CCO (EtOH). Run at time 8 hour. The product is C(C)OC(=O)C=1NC(=CC1)C(=O)OCC (1H-pyrrole-2,5-dicarboxylic acid diethyl ester). Yield: 76.7%. As a reaction SMILES: [CH2:1]([O:3][C:4]([C:6]1[NH:7][C:8]([CH:11]=[O:12])=[CH:9][CH:10]=1)=[O:5])[CH3:2].[C-]#N.[K+].[CH3:16][C:17](O)=[O:18]>CCO.O=[Mn]=O>[CH2:1]([O:3][C:4]([C:6]1[NH:7][C:8]([C:11]([O:18][CH2:17][CH3:16])=[O:12])=[CH:9][CH:10]=1)=[O:5])[CH3:2] |f:1.2|. Procedure details: To a mixture of 406A (167 mg, 1.0 mmol), KCN (325.6 mg, 5.0 mmol) in anhydrous EtOH (20 ml) was added AcOH (85.9 μl, 1.5 mmol) followed by activated MnO2 (1.643 g, 20 mmol). The reaction was stirred overnight. After workup, the residue was purified by silica gel flash column chromatography to give 406B (162 mg, 77%) as a pinkish solid (25% EtOAc—hexanes).